Dataset: the Open Reaction Database (ORD), a public repository of structured organic reaction records. Task: describe an organic reaction: reactants, conditions, products, and yield The reactants are PEG-7500, [OH-].[K+] (KOH), C1C(O1)CCCCC2CO2 (1,2,7,8-diepoxyoctane). Yields the product O1C2C1(CCCCCC)O2 (Diepoxyoctane). RXN SMILES: [OH-:1].[K+].[CH2:3]1O[CH:4]1[CH2:6][CH2:7][CH2:8][CH2:9][CH:10]1[O:12][CH2:11]1>>[O:12]1[C:10]2([O:1][CH:11]12)[CH2:9][CH2:8][CH2:7][CH2:6][CH2:4][CH3:3] |f:0.1|. Reported procedure: A 1-liter resin flask was charged with 200 g of PEG-7500 and 0.3 g KOH and vacuum stripped at 100° C. for one-half hour. To this stirred solution under nitrogen were added 5.5 g of 1,2,7,8-diepoxyoctane at 100° C. over 15 minutes. The mixture was maintained at this temperature for an additional one and one-half hours followed by quenching with 250 g of water. Starting materials: CCOC(=O)c1cnoc1-c1ccc(Br)cc1, CC(C)C[Al+]CC(C)C, Cl, [H-], C1CCOC1. As a reaction SMILES: [Br:1][c:2]1[cH:3][cH:4][c:5](-[c:8]2[c:9]([C:13](=[O:14])[O:15][CH2:16][CH3:17])[cH:10][n:11][o:12]2)[cH:6][cH:7]1.[CH2:19]([Al+:20][CH2:21][CH:22]([CH3:23])[CH3:24])[CH:25]([CH3:26])[CH3:27].[ClH:28].[H-:18].[O:29]1[CH2:30][CH2:31][CH2:32][CH2:33]1>>[Br:1][c:2]1[cH:3][cH:4][c:5](-[c:8]2[c:9]([CH2:13][OH:14])[cH:10][n:11][o:12]2)[cH:6][cH:7]1. Yields the product OCc1cnoc1-c1ccc(Br)cc1. The reactants are CC(=O)Oc1cccc(C(=O)c2ccccc2)c1C, [K+], [OH-], O. Yields the product Cc1c(O)cccc1C(=O)c1ccccc1. RXN SMILES: [C:1](=[O:2])([CH3:3])[O:4][c:5]1[c:6]([CH3:19])[c:7]([C:11]([c:12]2[cH:13][cH:14][cH:15][cH:16][cH:17]2)=[O:18])[cH:8][cH:9][cH:10]1.[K+:21].[OH-:20].[OH2:22]>>[OH:4][c:5]1[c:6]([CH3:19])[c:7]([C:11]([c:12]2[cH:13][cH:14][cH:15][cH:16][cH:17]2)=[O:18])[cH:8][cH:9][cH:10]1. The reactants are N1CCC(CC1)=O (4-piperidone), OC1=C(C(=O)N)C=C(C=C1)OC (2-hydroxy-5-methoxybenzamide), N1CCOCC1 (morpholine). The solvent is C1(=CC=CC=C1)C (toluene), CO (methanol), C(C)(=O)OCC (ethyl acetate). Yields the product COC=1C=CC2=C(C(NC3(CCNCC3)O2)=O)C1 (6-methoxyspiro-[2H-1,3-benzoxazin-2,4′-piperidin]-4-(3H)-one), 1′-[4,8-dimethoxyquinoline-2-yl)carbonyl. The yield is 45.0%. As a reaction SMILES: [NH:1]1[CH2:6][CH2:5][C:4](=[O:7])[CH2:3][CH2:2]1.O[C:9]1[CH:17]=[CH:16][C:15]([O:18][CH3:19])=[CH:14][C:10]=1[C:11]([NH2:13])=[O:12].N1CCOCC1>C1(C)C=CC=CC=1.CO.C(OCC)(=O)C>[CH3:19][O:18][C:15]1[CH:16]=[CH:17][C:9]2[O:7][C:4]3([CH2:5][CH2:6][NH:1][CH2:2][CH2:3]3)[NH:13][C:11](=[O:12])[C:10]=2[CH:14]=1. Procedure: A mixture of 26 mg (0.083 mmol) of N-[4,8-dimethoxyquinoline-2-yl)carbonyl]-4-piperidone (prepared as described in Example 44), 14 mg (0.083 mmol) of 2-hydroxy-5-methoxybenzamide, and 0.020 mL of morpholine in a mixture of 0.2 mL of toluene and 0.6 mL of methanol is refluxed for 20 hr. The reaction mixture is diluted with ethyl acetate, and washed with water, brine, and dried over Na2SO4. After solvent removal by rotoevaporation, the crude product is purified by preparative TLC to give 17 mg (0.... Reported procedure: Difluoro-(4′-methoxy-biphenyl-4-yl)-acetic acid ethyl ester. Diethylaminosulfur trifluoride (5 mL) is added directly to (4′-methoxy-biphenyl-4-yl)-oxo-acetic acid ethyl ester (3.77 g, 13.3 mmol), prepared as described by Neidlin, et. al., Arzneim.-Forsch. 1983, 33, 691-3. Dichloromethane (2 mL) is added and the mixture is stirred overnight at room temperature. The reaction is diluted with dichloromethane and slowly added to ice water. This mixture is extracted with ethyl acetate twice. The combi... Reactants: C(C)OC(C(C1=CC=C(C=C1)C1=CC=C(C=C1)OC)(F)F)=O (Difluoro-(4′-methoxy-biphenyl-4-yl)-acetic acid ethyl ester), ice water, C(C)N(CC)S(F)(F)F (Diethylaminosulfur trifluoride), C(C)OC(C(=O)C1=CC=C(C=C1)C1=CC=C(C=C1)OC)=O ((4′-methoxy-biphenyl-4-yl)-oxo-acetic acid ethyl ester). Run in ClCCl (dichloromethane), ClCCl (Dichloromethane). Conditions: time 8 hour. RXN SMILES: C(O[C:4](=O)[C:5]([F:21])([F:20])[C:6]1[CH:11]=[CH:10][C:9]([C:12]2[CH:17]=[CH:16][C:15]([O:18][CH3:19])=[CH:14][CH:13]=2)=[CH:8][CH:7]=1)C.C(N(S(F)(F)F)CC)C.C([O:34][C:35](=[O:52])[C:36](C1C=CC(C2C=CC(OC)=CC=2)=CC=1)=O)C>ClCCl>[F:21][C:5]([F:20])([C:6]1[CH:7]=[CH:8][C:9]([C:12]2[CH:13]=[CH:14][C:15]([O:18][CH3:19])=[CH:16][CH:17]=2)=[CH:10][CH:11]=1)[CH2:4][CH2:36][C:35]([OH:52])=[O:34]. Yields the product FC(CCC(=O)O)(C1=CC=C(C=C1)C1=CC=C(C=C1)OC)F (4,4-Difluoro-4-(4′-methoxy-biphenyl-4-yl)-butyric Acid). Reactants: Cl (hydrochloric acid), C(C)OC1=NN(C=C1CCC(=O)OCC)CC1=CC(=NC=C1)OCC=1N=C2N(C(=CC=C2)C2=CC=CC=C2)C1 (ethyl 3-[3-ethoxy-1-[2-(5-phenylimidazo[1,2-a]pyridin-2-ylmethoxy)-4-pyridylmethyl]-1H-pyrazol-4-yl]propionate), [OH-].[Na+] (sodium hydroxide), O1CCCC1 (tetrahydrofuran). Solvent: C(C)O (ethanol). Reaction conditions: time 3 hour. Yields the product C(C)OC1=NN(C=C1CCC(=O)O)CC1=CC(=NC=C1)OCC=1N=C2N(C(=CC=C2)C2=CC=CC=C2)C1 (3-[3-ethoxy-1-[2-(5-phenylimidazo[1,2-a]pyridin-2-ylmethoxy)-4-pyridylmethyl]-1H-pyrazol-4-yl]propionic acid). The yield is 94.6%. Reaction SMILES: [CH2:1]([O:3][C:4]1[C:8]([CH2:9][CH2:10][C:11]([O:13]CC)=[O:12])=[CH:7][N:6]([CH2:16][C:17]2[CH:22]=[CH:21][N:20]=[C:19]([O:23][CH2:24][C:25]3[N:26]=[C:27]4[CH:32]=[CH:31][CH:30]=[C:29]([C:33]5[CH:38]=[CH:37][CH:36]=[CH:35][CH:34]=5)[N:28]4[CH:39]=3)[CH:18]=2)[N:5]=1)[CH3:2].[OH-].[Na+].O1CCCC1.Cl>C(O)C>[CH2:1]([O:3][C:4]1[C:8]([CH2:9][CH2:10][C:11]([OH:13])=[O:12])=[CH:7][N:6]([CH2:16][C:17]2[CH:22]=[CH:21][N:20]=[C:19]([O:23][CH2:24][C:25]3[N:26]=[C:27]4[CH:32]=[CH:31][CH:30]=[C:29]([C:33]5[CH:38]=[CH:37][CH:36]=[CH:35][CH:34]=5)[N:28]4[CH:39]=3)[CH:18]=2)[N:5]=1)[CH3:2] |f:1.2|. Procedure: After a mixture of ethyl 3-[3-ethoxy-1-[2-(5-phenylimidazo[1,2-a]pyridin-2-ylmethoxy)-4-pyridylmethyl]-1H-pyrazol-4-yl]propionate (1030 mg), 1N aqueous sodium hydroxide solution (4 ml), tetrahydrofuran (8 ml) and ethanol (8 ml) was stirred at room temperature for 3 hours, 1 N hydrochloric acid (4 ml) was added to the mixture, and then the mixture was extracted with ethyl acetate. The ethyl acetate layer was washed with saturated aqueous sodium chloride solution, dried (MgSO4) and concentrated. T... Starting materials: COC=1C=C2C=CC(=CC2=CC1)B(O)O ((6-methoxynaphthalen-2-yl)boronic acid), C(CCO)O (1,3-propanediol), S(=O)(=O)([O-])[O-].[Mg+2] (magnesium sulfate), C(C)(=O)OCC (ethyl acetate). Run in C(C)OCC (diethyl ether). Run at time 15 minute. Yields the product OC1=CC=C(C=C1)C(=O)C1=C(C=CC(=C1)OC)C1=CC2=CC=C(C=C2C=C1)OC ((4-Hydroxyphenyl)[5-methoxy-2-(6-methoxynaphthalen-2-yl)phenyl]methanone). RXN SMILES: [CH3:1][O:2][C:3]1[CH:4]=[C:5]2[C:10](=[CH:11][CH:12]=1)[CH:9]=[C:8](B(O)O)[CH:7]=[CH:6]2.[CH2:16]([OH:20])[CH2:17][CH2:18]O.[C:21]([O:24][CH2:25][CH3:26])(=O)C.S([O-])([O-])(=O)=O.[Mg+2]>C(OCC)C>[OH:20][C:16]1[CH:17]=[CH:18][C:12]([C:3]([C:4]2[CH:26]=[C:25]([O:24][CH3:21])[CH:7]=[CH:6][C:5]=2[C:8]2[CH:7]=[CH:6][C:5]3[C:10](=[CH:11][CH:12]=[C:3]([O:2][CH3:1])[CH:4]=3)[CH:9]=2)=[O:2])=[CH:11][CH:10]=1 |f:3.4|. Reported procedure: To a solution of (6-methoxynaphthalen-2-yl)boronic acid in diethyl ether (60 ml) was added 1,3-propanediol (2.3 ml), the solution was stirred for 15 minutes at room temperature, then ethyl acetate (70 ml) was added thereto followed by stirring for 10 minutes at room temperature. To the reaction mixture was added anhydrous magnesium sulfate, the solution was stirred, then insoluble material was removed by filtration, the solvent was evaporated in vacuo. To the total amount of the resulting 2-(6-m... The reactants are COC1=C(C=CC(=C1)CNCCCNCCCCNCCCN)O.ClC1=NC(=CC(=N1)NC(CCCCCCO)CC)CC (dl-5 chloro-6-ethyl-4-(1-ethyl-7-hydroxyheptyl)aminopyrimidine), [H-].[Na+] (sodium hydride), [Cl-].[NH4+] (ammonium chloride), CI (methyl iodide). The solvent is O1CCCC1 (tetrahydrofuran). Reaction conditions: time 30 minute. Yields the product COC1=C(C=CC(=C1)CNCCCNCCCCNCCCN)O.ClC1=NC(=CC(=N1)NC(CCCCCCOC)CC)CC (dl-5 chloro-6-ethyl-4-(1-ethyl-7-methoxyheptyl)aminopyrimidine). Yield: 66.4%. Reaction SMILES: [CH3:1][O:2][C:3]1[CH:8]=[C:7]([CH2:9][NH:10][CH2:11][CH2:12][CH2:13][NH:14][CH2:15][CH2:16][CH2:17][CH2:18][NH:19][CH2:20][CH2:21][CH2:22][NH2:23])[CH:6]=[CH:5][C:4]=1[OH:24].[Cl:25][C:26]1[N:31]=[C:30]([NH:32][CH:33]([CH2:41][CH3:42])[CH2:34][CH2:35][CH2:36][CH2:37][CH2:38][CH2:39][OH:40])[CH:29]=[C:28]([CH2:43][CH3:44])[N:27]=1.[H-].[Na+].CI.[Cl-].[NH4+]>O1CCCC1>[CH3:1][O:2][C:3]1[CH:8]=[C:7]([CH2:9][NH:10][CH2:11][CH2:12][CH2:13][NH:14][CH2:15][CH2:16][CH2:17][CH2:18][NH:19][CH2:20][CH2:21][CH2:22][NH2:23])[CH:6]=[CH:5][C:4]=1[OH:24].[Cl:25][C:26]1[N:31]=[C:30]([NH:32][CH:33]([CH2:41][CH3:42])[CH2:34][CH2:35][CH2:36][CH2:37][CH2:38][CH2:39][O:40][CH3:1])[CH:29]=[C:28]([CH2:43][CH3:44])[N:27]=1 |f:0.1,2.3,5.6,8.9|. Procedure details: In 20 ml of anhydrous tetrahydrofuran was dissolved 0.56 g of dl-5-chloro-6-ethyl-4-(1-ethyl-7-hydroxyheptyl)aminopyrimidine, and 0.15 g of sodium hydride was added thereto. After stirring at room temperature for 30 minutes, 0.43 g of methyl iodide was added to the mixture, and the mixture was refluxed for 5 hours under stirring. After allowing to stand for cooling, an aqueous ammonium chloride solution was added to the reaction mixture and the reaction mixture was extracted with ethyl acetate T... The reactants are N#Cc1cccc(NC(C(=O)O)c2ccccc2F)c1, CN1CCOCC1, CCN=C=NCCCN(C)C, Cl, Cc1cc(N)ccc1N1CCCCC1=O, CN(C)C=O, O, O, Oc1cccc2[nH]nnc12. Product: Cc1cc(NC(=O)C(Nc2cccc(C#N)c2)c2ccccc2F)ccc1N1CCCCC1=O. RXN SMILES: [C:8](#[N:9])[c:10]1[cH:11][c:12]([NH:16][CH:17]([C:18](=[O:19])[OH:20])[c:21]2[c:22]([F:27])[cH:23][cH:24][cH:25][cH:26]2)[cH:13][cH:14][cH:15]1.[CH3:1][N:2]1[CH2:3][CH2:4][O:5][CH2:6][CH2:7]1.[CH3:44][N:45]([CH3:46])[CH2:47][CH2:48][CH2:49][N:50]=[C:51]=[N:52][CH2:53][CH3:54].[ClH:43].[NH2:28][c:29]1[cH:30][c:31]([CH3:42])[c:32]([N:35]2[C:36](=[O:41])[CH2:37][CH2:38][CH2:39][CH2:40]2)[cH:33][cH:34]1.[O:66]=[CH:67][N:68]([CH3:69])[CH3:70].[OH2:55].[OH2:71].[OH:56][c:57]1[c:58]2[n:59][n:60][nH:61][c:62]2[cH:63][cH:64][cH:65]1>>[C:8](#[N:9])[c:10]1[cH:11][c:12]([NH:16][CH:17]([C:18](=[O:20])[NH:28][c:29]2[cH:30][c:31]([CH3:42])[c:32]([N:35]3[C:36](=[O:41])[CH2:37][CH2:38][CH2:39][CH2:40]3)[cH:33][cH:34]2)[c:21]2[c:22]([F:27])[cH:23][cH:24][cH:25][cH:26]2)[cH:13][cH:14][cH:15]1.